Dataset: the Open Reaction Database (ORD), a public repository of structured organic reaction records. Task: describe an organic reaction: reactants, conditions, products, and yield Reaction conditions: time 0.5 hour. The solvent is CN(C)C=O (DMF). The reactants are BrC1=CC=C(CBr)C=C1 (4-bromobenzyl bromide), COC=1C=C2C(=C(NC2=CC1)C)CC1=C(C(=O)OC)C=CC=C1 (Methyl 2-[(5-methoxy-2-methyl-1H-indol-3-yl)methyl]benzoate), [NH4+].[Cl-] (NH4Cl). Isolated yield 83.6%. Reported procedure: To the product of Step 1 (210 mg, 0.68 mmol) in dry DMF (5 mL) at 0° C. was added Nail (30 mg, 0.74 mmol, 60% in oil) followed by 4-bromobenzyl bromide (174 mg, 0.7 mmol). The mixture was stirred at r.t. for 0.5 h. NH4Cl solution was added. The mixture was extracted with EtOAc. Chromatography of the concentrated organic extract gave 272 mg of the title compound. The product is BrC1=CC=C(CN2C(=C(C3=CC(=CC=C23)OC)CC2=C(C(=O)OC)C=CC=C2)C)C=C1 (Methyl 2-[(1-(4-bromobenzyl)-5-methoxy-2-methyl-1H-indol-3-yl)methyl]benzoate). RXN SMILES: [CH3:1][O:2][C:3]1[CH:4]=[C:5]2[C:9](=[CH:10][CH:11]=1)[NH:8][C:7]([CH3:12])=[C:6]2[CH2:13][C:14]1[CH:23]=[CH:22][CH:21]=[CH:20][C:15]=1[C:16]([O:18][CH3:19])=[O:17].[Br:24][C:25]1[CH:32]=[CH:31][C:28]([CH2:29]Br)=[CH:27][CH:26]=1.[NH4+].[Cl-]>CN(C=O)C>[Br:24][C:25]1[CH:32]=[CH:31][C:28]([CH2:29][N:8]2[C:9]3[C:5](=[CH:4][C:3]([O:2][CH3:1])=[CH:11][CH:10]=3)[C:6]([CH2:13][C:14]3[CH:23]=[CH:22][CH:21]=[CH:20][C:15]=3[C:16]([O:18][CH3:19])=[O:17])=[C:7]2[CH3:12])=[CH:27][CH:26]=1 |f:2.3|. Reported procedure: A solution of the above 2-amino-3-(methoxymethylenamino) maleonitrile (20 g; 0. 11 mol) and 2,3-dichloro-5,6-dicyanobenzoquinone (25.5 g; 0.11 mol) in acetonitrile (750 mL) was heated at reflux for 4 days. Silica gel (100 g) was added and the acetonitrile was removed in vacuo. The silica gel was extracted with dichloromethane. The dichloromethane solution was concentrated to dryness in vacuo, the yellow residue was suspended in dichloromethane (150 mL) and the mixture was stirred. The mixture wa... Reactants: N/C(/C#N)=C(/C#N)\N=COC (2-amino-3-(methoxymethylenamino) maleonitrile), ClC=1C(C(=C(C(C1Cl)=O)C#N)C#N)=O (2,3-dichloro-5,6-dicyanobenzoquinone). Product: COC=1NC(=C(N1)C#N)C#N (2-methoxy-4,5-imidazoledicarbonitrile). Reaction SMILES: [NH2:1]/[C:2](=[C:5](\[N:8]=[CH:9][O:10][CH3:11])/[C:6]#[N:7])/[C:3]#[N:4].ClC1C(=O)C(C#N)=C(C#N)C(=O)C=1Cl>C(#N)C>[CH3:11][O:10][C:9]1[NH:8][C:5]([C:6]#[N:7])=[C:2]([C:3]#[N:4])[N:1]=1. Run in C(C)#N (acetonitrile). Starting materials: C(CC)C(C(=O)N)C(=O)OCC (ethyl 2-propylmalonamidate), [OH-].[K+] (KOH). Solvent: CC(=O)C (acetone), C(C)O (ethanol). Run at time 4 hour. The product is C(CC)C(C(=O)N)C(=O)O (2-propylmalonic acid monoamide). Isolated yield 61.5%. RXN SMILES: [CH2:1]([CH:4]([C:8]([O:10]CC)=[O:9])[C:5]([NH2:7])=[O:6])[CH2:2][CH3:3].[OH-].[K+]>CC(C)=O.C(O)C>[CH2:1]([CH:4]([C:8]([OH:10])=[O:9])[C:5]([NH2:7])=[O:6])[CH2:2][CH3:3] |f:1.2|. Procedure: A solution of 3.8 g of ethyl 2-propylmalonamidate in 30 ml of acetone was treated with 22 ml of 1N KOH in ethanol and stirred for 4 hours, then concentrated, taken up in sodium bicarbonate solution and extracted with ethyl acetate. The aqueous phase was acidified to pH 2 at 0° C. with hydrochloric acid and extracted with ethyl acetate. The ethyl acetate phase was washed with brine, dried, concentrated and the residue was recrystallized from ethyl acetate/ether. There were obtained 1.96 g of 2-pr... Reactants: ClC1=NC=C(C2=CC=C(C=C12)C1=CC(=CC=C1)C#N)Cl (1,4-dichloro-7-(3-cyanophenyl)isoquinoline), Cl.NC(=N)N (guanidine hydrochloride), CC(C)(C)[O-].[K+] (KOtBu). Solvent: CN1CCCC1=O (NMP), COCCOC (DME). Conditions: time 2 hour. Product: ClC1=CN=C(C2=CC(=CC=C12)C1=CC(=CC=C1)C#N)NC(=N)N ((4-chloro-7-(3-cyanophenyl)isoquinolin-1-yl)guanidine). Yield: 95.9%. As a reaction SMILES: Cl.[NH2:2][C:3]([NH2:5])=[NH:4].CC([O-])(C)C.[K+].Cl[C:13]1[C:22]2[C:17](=[CH:18][CH:19]=[C:20]([C:23]3[CH:28]=[CH:27][CH:26]=[C:25]([C:29]#[N:30])[CH:24]=3)[CH:21]=2)[C:16]([Cl:31])=[CH:15][N:14]=1>COCCOC.CN1C(=O)CCC1>[Cl:31][C:16]1[C:17]2[C:22](=[CH:21][C:20]([C:23]3[CH:28]=[CH:27][CH:26]=[C:25]([C:29]#[N:30])[CH:24]=3)=[CH:19][CH:18]=2)[C:13]([NH:4][C:3]([NH2:5])=[NH:2])=[N:14][CH:15]=1 |f:0.1,2.3|. Procedure details: A stirred suspension of guanidine hydrochloride (3.8 kg, 39.8 mol) and KOtBu (4.28 kg, 38.1 mol) in DME (17.6 L) was heated to reflux under N2 for 1 hour. The gum containing solution was cooled to room temperature, diluted with NMP (8.8 L) and 1,4-dichloro-7-(3-cyanophenyl)isoquinoline (4.4 kg, 14.7 mol) was added as a solid. The mixture was heated at reflux overnight, cooled to room temperature, filtered through a pad of celite and the pad washed with DME (4.4 L). Water (35.2 L) was added to th... Starting materials: CCO, Cl, NO, O, O=Cc1ccc(OCc2coc(-c3ccccc3)n2)cc1, c1ccncc1. Product: ON=Cc1ccc(OCc2coc(-c3ccccc3)n2)cc1. As a reaction SMILES: [CH3:22][CH2:23][OH:24].[ClH:31].[NH2:32][OH:33].[OH2:34].[c:1]1(-[c:7]2[o:8][cH:9][c:10]([CH2:12][O:13][c:14]3[cH:15][cH:16][c:17]([CH:18]=[O:19])[cH:20][cH:21]3)[n:11]2)[cH:2][cH:3][cH:4][cH:5][cH:6]1.[cH:25]1[cH:26][cH:27][n:28][cH:29][cH:30]1>>[c:1]1(-[c:7]2[o:8][cH:9][c:10]([CH2:12][O:13][c:14]3[cH:15][cH:16][c:17]([CH:18]=[N:32][OH:33])[cH:20][cH:21]3)[n:11]2)[cH:2][cH:3][cH:4][cH:5][cH:6]1. RXN SMILES: [C:1]([O:5][C:6](=[O:12])[NH:7][CH2:8][CH2:9][CH2:10][OH:11])([CH3:4])([CH3:3])[CH3:2].[H-].[Na+].[Cl:15][C:16]1[CH:21]=[CH:20][C:19](F)=[C:18]([N+:23]([O-:25])=[O:24])[CH:17]=1>C1COCC1>[C:1]([O:5][C:6](=[O:12])[NH:7][CH2:8][CH2:9][CH2:10][O:11][C:19]1[CH:20]=[CH:21][C:16]([Cl:15])=[CH:17][C:18]=1[N+:23]([O-:25])=[O:24])([CH3:4])([CH3:2])[CH3:3] |f:1.2|. Reported procedure: A solution of (3-Hydroxy-propyl)-carbamic acid tert-butyl ester (11 mmoles, 1.88 ml) in THF (20 ml) was added to a suspension of sodium hydride 50% grade (23 mmoles, 1.058 g) in THF (20 ml) and stirred at 50° C for 1 hour. Following cooling to 0° C., 4-Chloro-1-fluoro-2-nitro-benzene was added and the mixture stirred at RT overnight. After quenching with water, the organic layer was separated and the aqueous layer was extracted several times with Ethyl acetate. The combined organic layers were w... Conditions: temperature 50 celsius, time 1 hour. Starting materials: ClC1=CC(=C(C=C1)F)[N+](=O)[O-] (4-Chloro-1-fluoro-2-nitro-benzene), C(C)(C)(C)OC(NCCCO)=O ((3-Hydroxy-propyl)-carbamic acid tert-butyl ester), [H-].[Na+] (sodium hydride). The product is C(C)(C)(C)OC(NCCCOC1=C(C=C(C=C1)Cl)[N+](=O)[O-])=O ([3-(4-Chloro-2-nitro-phenoxy)-propyl]-carbamic acid tert-butyl ester). Solvent: C1CCOC1 (THF), C1CCOC1 (THF).